From a dataset of the Open Reaction Database (ORD), a public repository of structured organic reaction records. describe an organic reaction: reactants, conditions, products, and yield Reactants: O.C1(=CC=C(C=C1)S(=O)(=O)O)C (p-toluenesulfonic acid monohydrate), C(C)OC(CCC1=NC=2C=CC(=C(C2C=C1)CCC(=O)O)O)=O (6-hydroxy-2,5quinolinedipropanoic acid ethyl ester), BrCCCCCBr (1,5-dibromopentane), C([O-])([O-])=O.[K+].[K+] (potassium carbonate). Solvent: CC(CC)=O (2-butanone). Reaction conditions: temperature 90 celsius, time 37 hour. Product: C(C)OC(CCC1=NC=2C=CC(=C(C2C=C1)CCC(=O)OCC)OCCCCCBr)=O (6-[(5-Bromopentyl)oxy]-2,5-quinolinedipropanoic Acid Diethyl Ester). Yield: 83.0%. Reaction SMILES: [CH2:1]([O:3][C:4](=[O:23])[CH2:5][CH2:6][C:7]1[CH:16]=[CH:15][C:14]2[C:13]([CH2:17][CH2:18][C:19]([OH:21])=[O:20])=[C:12]([OH:22])[CH:11]=[CH:10][C:9]=2[N:8]=1)[CH3:2].Br[CH2:25][CH2:26][CH2:27][CH2:28][CH2:29][Br:30].C(=O)([O-])[O-].[K+].[K+].O.[C:38]1(C)C=CC(S(O)(=O)=O)=C[CH:39]=1>CC(=O)CC>[CH2:1]([O:3][C:4](=[O:23])[CH2:5][CH2:6][C:7]1[CH:16]=[CH:15][C:14]2[C:13]([CH2:17][CH2:18][C:19]([O:21][CH2:38][CH3:39])=[O:20])=[C:12]([O:22][CH2:25][CH2:26][CH2:27][CH2:28][CH2:29][Br:30])[CH:11]=[CH:10][C:9]=2[N:8]=1)[CH3:2] |f:2.3.4,5.6|. Procedure details: A mixture of 0.866 g (2.51 mmol) of 6-hydroxy-2,5quinolinedipropanoic acid ethyl ester from the preceding example, 2.33 g (10.1 mmol) of 1,5-dibromopentane, 1.75 g (12.7 mmol) of anhydrous granular potassium carbonate and 25 mL of 2-butanone was stirred at 90° C. for 8.25 hr and at room temperature for another 37 hr. The mixture was filtered through anhydrous magnesium sulfate and the solids were washed with ethyl acetate. The filtrate and washes were combined and concentrated under reduced pres... The reactants are C1=CC=CC=C1 (benzene), BrCCOC1CC2=C(SC3=C1C=CC=C3)C=CC(=C2)Cl (10-(2-bromoethoxy)-2-chloro-10,11-dihydrodibenzo[b,f]thiepine), C(C)OC(=O)C1CCNCC1 (4-piperidinecarboxylic acid ethyl ester), C([O-])([O-])=O.[K+].[K+] (potassium carbonate). Run in O (water), CN(C=O)C (N,N-dimethylformamide). Conditions: temperature 63 celsius, time 6 hour. Yields the product C(C)OC(=O)C1CCN(CC1)CCOC1CC2=C(SC3=C1C=CC=C3)C=CC(=C2)Cl (1-(2-(2-chloro-10,11-dihydrodibenzo[b,f]thiepin-10-yloxy)-1-ethyl)-4-piperidinecarboxylic acid ethyl ester). The yield is 68.0%. Reaction SMILES: Br[CH2:2][CH2:3][O:4][CH:5]1[C:11]2[CH:12]=[CH:13][CH:14]=[CH:15][C:10]=2[S:9][C:8]2[CH:16]=[CH:17][C:18]([Cl:20])=[CH:19][C:7]=2[CH2:6]1.[CH2:21]([O:23][C:24]([CH:26]1[CH2:31][CH2:30][NH:29][CH2:28][CH2:27]1)=[O:25])[CH3:22].C(=O)([O-])[O-].[K+].[K+].C1C=CC=CC=1>CN(C)C=O.O>[CH2:21]([O:23][C:24]([CH:26]1[CH2:31][CH2:30][N:29]([CH2:2][CH2:3][O:4][CH:5]2[C:11]3[CH:12]=[CH:13][CH:14]=[CH:15][C:10]=3[S:9][C:8]3[CH:16]=[CH:17][C:18]([Cl:20])=[CH:19][C:7]=3[CH2:6]2)[CH2:28][CH2:27]1)=[O:25])[CH3:22] |f:2.3.4|. Procedure: A mixture of 10-(2-bromoethoxy)-2-chloro-10,11-dihydrodibenzo[b,f]thiepine (5.19 g, 14 mmol, prepared similarly as described in example 2), 4-piperidinecarboxylic acid ethyl ester (2.20 g, 14 mmol) and anhydrous potassium carbonate (4.70 g, 34 mmol) in dry N,N-dimethylformamide (25 ml) was stirred at 60-66° C. for 6 h. After standing overnight at room temperature, benzene (50 ml) and water (50 ml) were added, and the phases were separated. The organic layer was washed with water (2×50 ml), dried... Starting materials: CCO, Cc1cc(-n2ccnc2)c2cccc(OCc3c(Cl)ccc(N(C)C(=O)CN4C(=O)c5ccccc5C4=O)c3Cl)c2n1, NN, O. Yields the product Cc1cc(-n2ccnc2)c2cccc(OCc3c(Cl)ccc(N(C)C(=O)CN)c3Cl)c2n1. Reaction SMILES: [CH3:46][CH2:47][OH:48].[Cl:1][c:2]1[c:3]([CH2:4][O:5][c:6]2[cH:7][cH:8][cH:9][c:10]3[c:11](-[n:17]4[cH:18][n:19][cH:20][cH:21]4)[cH:12][c:13]([CH3:16])[n:14][c:15]23)[c:22]([Cl:42])[cH:23][cH:24][c:25]1[N:26]([CH3:27])[C:28]([CH2:29][N:30]1[C:31](=[O:32])[c:33]2[cH:34][cH:35][cH:36][cH:37][c:38]2[C:39]1=[O:40])=[O:41].[NH2:44][NH2:45].[OH2:43]>>[Cl:1][c:2]1[c:3]([CH2:4][O:5][c:6]2[cH:7][cH:8][cH:9][c:10]3[c:11](-[n:17]4[cH:18][n:19][cH:20][cH:21]4)[cH:12][c:13]([CH3:16])[n:14][c:15]23)[c:22]([Cl:42])[cH:23][cH:24][c:25]1[N:26]([CH3:27])[C:28]([CH2:29][NH2:30])=[O:41]. The reactants are Clc1ncnc2[nH]ccc12, I. The product is Ic1ncnc2[nH]ccc12. Reaction SMILES: [Cl:1][c:2]1[c:3]2[c:4]([n:5][cH:6][n:7]1)[nH:8][cH:9][cH:10]2.[IH:11]>>[c:2]1([I:11])[c:3]2[c:4]([n:5][cH:6][n:7]1)[nH:8][cH:9][cH:10]2. Starting materials: C(C)(C)(C)OC(=O)NC(CC(=O)N[C@H]1C(NC2=C(CC1)C=CC=C2)=O)(C)C (3-t-butoxycarbonylamino-3-methyl-N-[2,3,4,5-tetrahydro-2-oxo-1H-1-benzazepin-3(R)-yl]-butanamide), BrCC1=CC=C(C=C1)C1=C(C=CC=C1)C=1N=NN(C1)C(C1=CC=CC=C1)(C1=CC=CC=C1)C1=CC=CC=C1 (4-bromomethyl-2'-(1-triphenylmethyl-1,2,3-triazol-4-y)-1,1'-biphenyl), BrCC1=CC=C(C=C1)C1=C(C=CC=C1)C1=NN(N=C1)C(C1=CC=CC=C1)(C1=CC=CC=C1)C1=CC=CC=C1 (4-bromomethyl-2'-(2-triphenylmethyl-1,2,3-triazol-4-yl)-1,1'-biphenyl). Product: C(C)(C)(C)OC(=O)NC(CC(=O)N[C@H]1C(N(C2=C(CC1)C=CC=C2)CC2=CC=C(C=C2)C2=C(C=CC=C2)C=2N=NN(C2)C(C2=CC=CC=C2)(C2=CC=CC=C2)C2=CC=CC=C2)=O)(C)C (3-t-Butoxycarbonylamino-3-methyl-N-[2,3,4,5-tetrahydro-2-oxo-1-[[2'-(N-triphenylmethyl-1,2,3-triazol-4-yl)[1,1'-biphenyl]-4-yl]methyl]-1H-1-benzazepin-3(R)-yl]-butanamide). RXN SMILES: [C:1]([O:5][C:6]([NH:8][C:9]([CH3:27])([CH3:26])[CH2:10][C:11]([NH:13][C@@H:14]1[CH2:20][CH2:19][C:18]2[CH:21]=[CH:22][CH:23]=[CH:24][C:17]=2[NH:16][C:15]1=[O:25])=[O:12])=[O:7])([CH3:4])([CH3:3])[CH3:2].Br[CH2:29][C:30]1[CH:35]=[CH:34][C:33]([C:36]2[CH:41]=[CH:40][CH:39]=[CH:38][C:37]=2[C:42]2[N:43]=[N:44][N:45]([C:47]([C:60]3[CH:65]=[CH:64][CH:63]=[CH:62][CH:61]=3)([C:54]3[CH:59]=[CH:58][CH:57]=[CH:56][CH:55]=3)[C:48]3[CH:53]=[CH:52][CH:51]=[CH:50][CH:49]=3)[CH:46]=2)=[CH:32][CH:31]=1.BrCC1C=CC(C2C=CC=CC=2C2C=NN(C(C3C=CC=CC=3)(C3C=CC=CC=3)C3C=CC=CC=3)N=2)=CC=1>>[C:1]([O:5][C:6]([NH:8][C:9]([CH3:27])([CH3:26])[CH2:10][C:11]([NH:13][C@@H:14]1[CH2:20][CH2:19][C:18]2[CH:21]=[CH:22][CH:23]=[CH:24][C:17]=2[N:16]([CH2:29][C:30]2[CH:31]=[CH:32][C:33]([C:36]3[CH:41]=[CH:40][CH:39]=[CH:38][C:37]=3[C:42]3[N:43]=[N:44][N:45]([C:47]([C:60]4[CH:65]=[CH:64][CH:63]=[CH:62][CH:61]=4)([C:54]4[CH:55]=[CH:56][CH:57]=[CH:58][CH:59]=4)[C:48]4[CH:53]=[CH:52][CH:51]=[CH:50][CH:49]=4)[CH:46]=3)=[CH:34][CH:35]=2)[C:15]1=[O:25])=[O:12])=[O:7])([CH3:4])([CH3:2])[CH3:3]. Reported procedure: Prepared from 3-t-butoxycarbonylamino-3-methyl-N-[2,3,4,5-tetrahydro-2-oxo-1H-1-benzazepin-3(R)-yl]-butanamide (Example 1, Step I) and 4-bromomethyl-2'-(1-triphenylmethyl-1,2,3-triazol-4-y)-1,1'-biphenyl and 4-bromomethyl-2'-(2-triphenylmethyl-1,2,3-triazol-4-yl)-1,1'-biphenyl by the procedure described in Example 2, Step E. Starting materials: COCN1N=CC=C1 (1-methoxymethyl-pyrazole), C(CCC)[Li] (n-butyl lithium), ClC1=C(C(=CC=2OC(OC21)C(=O)O)C(O)C2=CC=NN2COC)Cl (4,5-dichloro-6-[(1-methoxymethyl-pyrazol-5-yl)hydroxymethyl)-1,3-benzodioxole-2-carboxylic acid), ClC1=C(C(=CC=2OC(OC21)C(=O)[O-])C=O)Cl.[Li+] (lithium 4,5-dichloro-6-formyl-1,3-benzodioxole-2-carboxylate). The solvent is O1CCCC1 (tetrahydrofuran), CN(P(N(C)C)(N(C)C)=O)C (hexamethylphosphoric triamide), C(C)(=O)OCC (ethyl acetate). Reaction conditions: time 17 hour. Product: ClC1=C(C(=CC=2OC(OC21)C(=O)O)C(=O)C2=CC=NN2COC)Cl (4,5-dichloro-6-(1-methoxymethyl-5-pyrazolylcarbonyl)-1,3-benzodioxole-2-carboxylic acid). As a reaction SMILES: COCN1C=CC=N1.C([Li])CCC.ClC1C2OC(C([O-])=O)OC=2C=C(C=O)C=1Cl.[Li+].[Cl:31][C:32]1[C:40]2[O:39][CH:38]([C:41]([OH:43])=[O:42])[O:37][C:36]=2[CH:35]=[C:34]([CH:44]([C:46]2[N:50]([CH2:51][O:52][CH3:53])[N:49]=[CH:48][CH:47]=2)[OH:45])[C:33]=1[Cl:54]>CN(C)P(=O)(N(C)C)N(C)C.C(OCC)(=O)C.O1CCCC1>[Cl:31][C:32]1[C:40]2[O:39][CH:38]([C:41]([OH:43])=[O:42])[O:37][C:36]=2[CH:35]=[C:34]([C:44]([C:46]2[N:50]([CH2:51][O:52][CH3:53])[N:49]=[CH:48][CH:47]=2)=[O:45])[C:33]=1[Cl:54] |f:2.3|. Procedure: A mixture of 1.12 g of 1-methoxymethyl-pyrazole, 25 ml of tetrahydrofuran, 6.88 ml of 1.6M n-butyl lithium and a solution of 2.69 g of lithium 4,5-dichloro-6-formyl-1,3-benzodioxole-2-carboxylate in 12 ml of hexamethylphosphoric triamide is treated in the same manner described in Example 11-(1) to give an ethyl acetate solution containing 4,5-dichloro-6-[(1-methoxymethyl-pyrazol-5-yl)hydroxymethyl)-1,3-benzodioxole-2-carboxylic acid. The ethyl acetate solution is washed with water, dried and eva... Reactants: CC(C)(C)OC(=O)N1CC2CNCC2C1, CS(C)=O, CCN(C(C)C)C(C)C, Fc1ccc(COc2cncc(Cl)n2)cc1. The product is CC(C)(C)OC(=O)N1CC2CN(c3cncc(OCc4ccc(F)cc4)n3)CC2C1. As a reaction SMILES: [CH2:17]1[N:18]([C:25](=[O:26])[O:27][C:28]([CH3:29])([CH3:30])[CH3:31])[CH2:19][CH:20]2[CH:21]1[CH2:22][NH:23][CH2:24]2.[CH3:41][S:42]([CH3:43])=[O:44].[CH:32]([N:33]([CH2:34][CH3:35])[CH:36]([CH3:37])[CH3:38])([CH3:39])[CH3:40].[Cl:1][c:2]1[n:3][c:4]([O:8][CH2:9][c:10]2[cH:11][cH:12][c:13]([F:16])[cH:14][cH:15]2)[cH:5][n:6][cH:7]1>>[c:2]1([N:23]2[CH2:22][CH:21]3[CH2:17][N:18]([C:25](=[O:26])[O:27][C:28]([CH3:29])([CH3:30])[CH3:31])[CH2:19][CH:20]3[CH2:24]2)[n:3][c:4]([O:8][CH2:9][c:10]2[cH:11][cH:12][c:13]([F:16])[cH:14][cH:15]2)[cH:5][n:6][cH:7]1. The reactants are C(C1=CC=CC=C1)OC(CCNC(=O)C1CN(CCC1)C(CC1=CC=C(C=C1)C(NC(=O)OC(C)(C)C)=N)=O)=O (rac-N-[[1-[p-[N-(t-butoxycarbonyl)amidino]phenylacetyl]-3-piperdinyl]carbonyl]-β-alanine benzyl ester). The reagents and catalysts are [Pd] (Pd/C). Run in C(=O)O (formic acid). Reaction conditions: time 4 hour. Product: C(N)(=N)C1=CC=C(C=C1)CC(=O)N1CC(CCC1)C(=O)NCCC(=O)O (rac-N-[[1-[(p-amidinophenyl)acetyl]-3-piperidinyl]carbonyl]-β-alanine). The yield is 77.7%. As a reaction SMILES: C([O:8][C:9](=[O:40])[CH2:10][CH2:11][NH:12][C:13]([CH:15]1[CH2:20][CH2:19][CH2:18][N:17]([C:21](=[O:39])[CH2:22][C:23]2[CH:28]=[CH:27][C:26]([C:29](=[NH:38])[NH:30]C(OC(C)(C)C)=O)=[CH:25][CH:24]=2)[CH2:16]1)=[O:14])C1C=CC=CC=1>C(O)=O.[Pd]>[C:29]([C:26]1[CH:27]=[CH:28][C:23]([CH2:22][C:21]([N:17]2[CH2:18][CH2:19][CH2:20][CH:15]([C:13]([NH:12][CH2:11][CH2:10][C:9]([OH:40])=[O:8])=[O:14])[CH2:16]2)=[O:39])=[CH:24][CH:25]=1)(=[NH:30])[NH2:38]. Reported procedure: 535 mg of rac-N-[[1-[p-[N-(t-butoxycarbonyl)amidino]phenylacetyl]-3-piperdinyl]carbonyl]-β-alanine benzyl ester were allowed to stand in 11 ml of formic acid for 19 hours, and the mixture was treated with 134 mg of Pd/C and stirred under hydrogen for 4 hours. The solution was filtered and evaporated, the residue was dissolved in water and the solution was evaporated again. The product was stirred in acetonitrile, filtered with suction and dried, yielding 272 mg of rac-N-[[1-[(p-amidinophenyl)ace... The reactants are OC=1C=C(C=CC1)S (3-hydroxybenzenethiol), C(C)(C)N(C(C)C)CC (N,N-diisopropylethylamine), ClC1=NC=NC2=CC(=C(C=C12)OC)OC (4-Chloro-6,7-dimethoxyquinazoline). Solvent: CN(C)C=O (DMF), O (water). Reaction conditions: temperature 40 celsius. Product: COC=1C=C2C(=NC=NC2=CC1OC)SC1=CC(=CC=C1)O (6,7-dimethoxy-4-(3-hydroxyphenylthio)quinazoline). The yield is 92.6%. RXN SMILES: Cl[C:2]1[C:11]2[C:6](=[CH:7][C:8]([O:14][CH3:15])=[C:9]([O:12][CH3:13])[CH:10]=2)[N:5]=[CH:4][N:3]=1.[OH:16][C:17]1[CH:18]=[C:19]([SH:23])[CH:20]=[CH:21][CH:22]=1.C(N(CC)C(C)C)(C)C>CN(C=O)C.O>[CH3:13][O:12][C:9]1[CH:10]=[C:11]2[C:6](=[CH:7][C:8]=1[O:14][CH3:15])[N:5]=[CH:4][N:3]=[C:2]2[S:23][C:19]1[CH:20]=[CH:21][CH:22]=[C:17]([OH:16])[CH:18]=1. Procedure details: 4-Chloro-6,7-dimethoxyquinazoline (200 mg, 0.89 mmol), (prepared as described for the starting material in Example 1), was added to a solution of 3-hydroxybenzenethiol (168 mg, 1.3 mmol) and N,N-diisopropylethylamine (233 μl, 1.3 mmol) in DMF (5 ml). After heating at 40° C. for 10 minutes, the reaction mixture was allowed to cool, diluted with water, acidified to pH3 and the mixture extracted with ethyl acetate. The organic extract was washed with brine, dried (MgSO4) and the solvent removed by ... The reactants are NC=1C=CC(=C(C1)[C@]1(N=C(OCC1(F)F)N)C)F ((R)-4-(5-amino-2-fluoro-phenyl)-5,5-difluoro-4-methyl-5,6-dihydro-4H-[1,3]oxazin-2-ylamine), FC(C1(CC1)C(=O)O)(F)F (1-trifluoromethyl-cyclopropanecarboxylic acid). Yields the product NC=1OCC([C@@](N1)(C)C=1C=C(C=CC1F)NC(=O)C1(CC1)C(F)(F)F)(F)F (1-Trifluoromethyl-cyclopropanecarboxylic acid [3-((R)-2-amino-5,5-difluoro-4-methyl-5,6-dihydro-4H-[1,3]oxazin-4-yl)-4-fluoro-phenyl]-amide). As a reaction SMILES: [NH2:1][C:2]1[CH:3]=[CH:4][C:5]([F:18])=[C:6]([C@:8]2([CH3:17])[C:13]([F:15])([F:14])[CH2:12][O:11][C:10]([NH2:16])=[N:9]2)[CH:7]=1.[F:19][C:20]([F:28])([F:27])[C:21]1([C:24](O)=[O:25])[CH2:23][CH2:22]1>>[NH2:16][C:10]1[O:11][CH2:12][C:13]([F:14])([F:15])[C@:8]([C:6]2[CH:7]=[C:2]([NH:1][C:24]([C:21]3([C:20]([F:28])([F:27])[F:19])[CH2:23][CH2:22]3)=[O:25])[CH:3]=[CH:4][C:5]=2[F:18])([CH3:17])[N:9]=1. Procedure: The condensation of (R)-4-(5-amino-2-fluoro-phenyl)-5,5-difluoro-4-methyl-5,6-dihydro-4H-[1,3]oxazin-2-ylamine (intermediate XI-1) and 1-trifluoromethyl-cyclopropanecarboxylic acid following procedure I yielded the title compound as a colorless solid. MS (ISP): m/z=396.1 [M+H]+.